This data is from the Open Reaction Database (ORD), a public repository of structured organic reaction records. The task is: describe an organic reaction: reactants, conditions, products, and yield Reported procedure: The captioned compound was synthesized from 4-methoxy-3-[(E)-2-(4-trifluoromethoxyphenyl)vinyl]benzoic acid obtained in step B of Example 2-2-1 and 2-amino-1-methoxybutane in accordance with the same procedure as in the methods described in step C of Example 1-2-3. Product: COC1=C(C=C(C(=O)NC(CC)COC)C=C1)\C=C\C1=CC=C(C=C1)OC(F)(F)F (4-methoxy-N-(1-methoxymethyl-propyl)-3-[(E)-2-(4-trifluoromethoxyphenyl)-vinyl]-benzamide). Starting materials: COC1=C(C=C(C(=O)O)C=C1)\C=C\C1=CC=C(C=C1)OC(F)(F)F (4-methoxy-3-[(E)-2-(4-trifluoromethoxyphenyl)vinyl]benzoic acid), NC(COC)CC (2-amino-1-methoxybutane). RXN SMILES: [CH3:1][O:2][C:3]1[CH:11]=[CH:10][C:6]([C:7](O)=[O:8])=[CH:5][C:4]=1/[CH:12]=[CH:13]/[C:14]1[CH:19]=[CH:18][C:17]([O:20][C:21]([F:24])([F:23])[F:22])=[CH:16][CH:15]=1.[NH2:25][CH:26]([CH2:30][CH3:31])[CH2:27][O:28][CH3:29]>>[CH3:1][O:2][C:3]1[CH:11]=[CH:10][C:6]([C:7]([NH:25][CH:26]([CH2:27][O:28][CH3:29])[CH2:30][CH3:31])=[O:8])=[CH:5][C:4]=1/[CH:12]=[CH:13]/[C:14]1[CH:15]=[CH:16][C:17]([O:20][C:21]([F:24])([F:23])[F:22])=[CH:18][CH:19]=1. Reactants: CC(C)=O, ClCCC(Oc1ccnc2ccsc12)c1ccccc1, [I-], [Na+]. Product: ICCC(Oc1ccnc2ccsc12)c1ccccc1. Reaction SMILES: [CH3:23][C:24](=[O:25])[CH3:26].[Cl:1][CH2:2][CH2:3][CH:4]([O:5][c:6]1[c:7]2[c:8]([n:9][cH:10][cH:11]1)[cH:12][cH:13][s:14]2)[c:15]1[cH:16][cH:17][cH:18][cH:19][cH:20]1.[I-:21].[Na+:22]>>[CH2:2]([CH2:3][CH:4]([O:5][c:6]1[c:7]2[c:8]([n:9][cH:10][cH:11]1)[cH:12][cH:13][s:14]2)[c:15]1[cH:16][cH:17][cH:18][cH:19][cH:20]1)[I:21]. Starting materials: CC(C)(C)OC(=O)N1CCCC2(CCN2C(=O)OCc2ccccc2)C1, ClC(Cl)Cl, [Na+], [OH-], O=C(O)C(F)(F)F. Yields the product O=C(OCc1ccccc1)N1CCC12CCCNC2. RXN SMILES: [C:1]([O:2][C:3](=[O:4])[N:8]1[CH2:9][C:10]2([CH2:11][CH2:12][N:13]2[C:14](=[O:15])[O:16][CH2:17][c:18]2[cH:19][cH:20][cH:21][cH:22][cH:23]2)[CH2:24][CH2:25][CH2:26]1)([CH3:5])([CH3:6])[CH3:7].[CH:36]([Cl:37])([Cl:38])[Cl:39].[Na+:35].[OH-:34].[OH:27][C:28]([C:29]([F:30])([F:31])[F:32])=[O:33]>>[NH:8]1[CH2:9][C:10]2([CH2:11][CH2:12][N:13]2[C:14](=[O:15])[O:16][CH2:17][c:18]2[cH:19][cH:20][cH:21][cH:22][cH:23]2)[CH2:24][CH2:25][CH2:26]1. Reactants: OC1C2(CCN(C2=O)C2=CC=C(C=C2)CC(F)(F)F)CCNC1 ((5SR,6RS)-6-Hydroxy-2-[4-(2,2,2-trifluoro-ethyl)-phenyl]-2,8-diaza-spiro[4.5]decan-1-one), CC(CS(=O)(=O)Cl)(C)C (2,2-dimethyl-propane-1-sulfonyl chloride). The product is CC(CS(=O)(=O)N1CC(C2(CCN(C2=O)C2=CC=C(C=C2)CC(F)(F)F)CC1)O)(C)C ((5RS,6RS)-8-(2,2-Dimethyl-propane-1-sulfonyl)-6-hydroxy-2-[4-(2,2,2-trifluoro-ethyl)-phenyl]-2,8-diaza-spiro[4.5]decan-1-one). As a reaction SMILES: [OH:1][CH:2]1[CH2:23][NH:22][CH2:21][CH2:20][C:3]21[C:7](=[O:8])[N:6]([C:9]1[CH:14]=[CH:13][C:12]([CH2:15][C:16]([F:19])([F:18])[F:17])=[CH:11][CH:10]=1)[CH2:5][CH2:4]2.[CH3:24][C:25]([CH3:32])([CH3:31])[CH2:26][S:27](Cl)(=[O:29])=[O:28]>>[CH3:24][C:25]([CH3:32])([CH3:31])[CH2:26][S:27]([N:22]1[CH2:21][CH2:20][C:3]2([C:7](=[O:8])[N:6]([C:9]3[CH:14]=[CH:13][C:12]([CH2:15][C:16]([F:19])([F:17])[F:18])=[CH:11][CH:10]=3)[CH2:5][CH2:4]2)[CH:2]([OH:1])[CH2:23]1)(=[O:29])=[O:28]. Procedure: The title compound was prepared in analogy to example 2 step B from a mixture of (5SR,6RS)-6-hydroxy-2-[4-(2,2,2-trifluoro-ethyl)-phenyl]-2,8-diaza-spiro[4.5]decan-1-one (described in example 7 step B) and 2,2-dimethyl-propane-1-sulfonyl chloride. Light yellow solid. MS (ESI): 463.2 (MH+)